From a dataset of the Open Reaction Database (ORD), a public repository of structured organic reaction records. describe an organic reaction: reactants, conditions, products, and yield The reactants are C(C)O[K] (EtOK), SC1=NC=CC=N1 (2-mercaptopyrimidine), ClCC=C (3-chloropropylene). Run in C(C)O (ethanol). Product: C(C=C)SC1=NC=CC=N1 (2-(allylthio)pyrimidine). Yield: 90.0%. Reaction SMILES: [SH:1][C:2]1[N:7]=[CH:6][CH:5]=[CH:4][N:3]=1.C(O[K])C.Cl[CH2:13][CH:14]=[CH2:15]>C(O)C>[CH2:15]([S:1][C:2]1[N:7]=[CH:6][CH:5]=[CH:4][N:3]=1)[CH:14]=[CH2:13]. Reported procedure: 10 mmole of 2-mercaptopyrimidine was dissolved in 20 ml of ethanol in stirring. 10 mole of EtOK was added to the solution, stirred for 5 minutes. At last, about 20 mmole (Not more than 30 mmole) of 3-chloropropylene was added, and stirred overnight. The white precipitate was removed by filtration, the solvent in the filtrate was removed in vacuum. The obtained viscous liquid was separated with a Si gel column (solvents: 1 ethylacetate/3 hexane). 1H NMR (CD3Cl): δ(ppm) 8.39 (2H, d, JH-H=4.74), 6....